Dataset: the Open Reaction Database (ORD), a public repository of structured organic reaction records. Task: describe an organic reaction: reactants, conditions, products, and yield Starting materials: O1C2CN(CC21)CC (3,4-epoxy-1-ethyl-pyrrolidine), C(CCC)N (n-butylamine). The reagents and catalysts are Cl (hydrochloric acid). The solvent is petroleum ether. Conditions: temperature 150 celsius. Product: C(CCC)N[C@H]1[C@@H](CN(C1)CC)O (Trans-4-n-butylamino-1-ethyl-3-pyrrolidinol). As a reaction SMILES: [O:1]1[CH:6]2[CH:2]1[CH2:3][N:4]([CH2:7][CH3:8])[CH2:5]2.[CH2:9]([NH2:13])[CH2:10][CH2:11][CH3:12]>Cl>[CH2:9]([NH:13][C@@H:2]1[CH2:3][N:4]([CH2:7][CH3:8])[CH2:5][C@H:6]1[OH:1])[CH2:10][CH2:11][CH3:12]. Procedure: A mixture of 22.6 g (0.20 mole) of 3,4-epoxy-1-ethyl-pyrrolidine, 29.2 g (0.40 mol) of n-butylamine and one drop of conc. hydrochloric acid was heated in a bomb at 150° C. for 20 hr. The mixture was cooled to room temperature, diluted with 350 ml of petroleum ether, cooled in an ice bath and the precipitate was collected. The yield of pure compound as white flakes in this step was 18.0 g (48%); m.p. 57.5°-59.0° C. The filtrate was concentrated under high vaccum leaving a residue of 17.5 g (47%) ... Starting materials: COC=1C=C(C=CC1)C(C(C(C)=O)=CC=1C=CC=C2C(C=C(OC12)C)=O)=O (1-(3-methoxyphenyl)-2-[(2-methyl-4-oxo-4H-chromen-8-yl)methylene]-butane-1,3-dione), N\C(=C/C(=O)OCCC)\C (n-propyl 3-aminocrotonate). The solvent is CC(C)O (2-propanol). Yields the product COC=1C=C(C(=O)C=2C(C(=C(NC2C)C)C(=O)OCCC)C=2C=CC=C3C(C=C(OC23)C)=O)C=CC1 (n-Propyl 5-(3-methoxybenzoyl)-2,6-dimethyl-4-(2-methyl-4-oxo-4H-chromen-8-yl)-1,4-dihydro-pyridine-3-carboxylate). RXN SMILES: [CH3:1][O:2][C:3]1[CH:4]=[C:5]([C:9](=[O:27])[C:10](=[CH:14][C:15]2[CH:16]=[CH:17][CH:18]=[C:19]3[C:24]=2[O:23][C:22]([CH3:25])=[CH:21][C:20]3=[O:26])[C:11](=O)[CH3:12])[CH:6]=[CH:7][CH:8]=1.[NH2:28]/[C:29](/[CH3:37])=[CH:30]\[C:31]([O:33][CH2:34][CH2:35][CH3:36])=[O:32]>CC(O)C>[CH3:1][O:2][C:3]1[CH:4]=[C:5]([CH:6]=[CH:7][CH:8]=1)[C:9]([C:10]1[CH:14]([C:15]2[CH:16]=[CH:17][CH:18]=[C:19]3[C:24]=2[O:23][C:22]([CH3:25])=[CH:21][C:20]3=[O:26])[C:30]([C:31]([O:33][CH2:34][CH2:35][CH3:36])=[O:32])=[C:29]([CH3:37])[NH:28][C:11]=1[CH3:12])=[O:27]. Reported procedure: 245 mg (0.67 mmol) of 1-(3-methoxyphenyl)-2-[(2-methyl-4-oxo-4H-chromen-8-yl)methylene]-butane-1,3-dione are heated with 96 mg (0.67 mmol) of n-propyl 3-aminocrotonate in 5 ml of 2-propanol under reflux overnight. The solvent is removed in vacuo, and the residue is purified by preparative HPLC. 94 mg (28% of theory) of the title compound are obtained. The reactants are OC(CBr)CBr, CC(=O)[O-], CC(=O)[O-], Cc1ccccc1, O, O, O, [Zn+2], CC(=O)OC1NC(=O)C1NC(=O)C(Cc1ccccc1)NC(=O)CCc1ccccc1, c1ccccc1. The product is O=C(CCc1ccccc1)NC(Cc1ccccc1)C(=O)NC1C(=O)NC1OC(CBr)CBr. As a reaction SMILES: [Br:32][CH2:33][CH:34]([CH2:35][Br:36])[OH:37].[C:54]([O-:55])(=[O:56])[CH3:57].[C:59]([O-:60])(=[O:61])[CH3:62].[CH3:45][c:46]1[cH:47][cH:48][cH:49][cH:50][cH:51]1.[OH2:38].[OH2:52].[OH2:53].[Zn+2:58].[c:1]1([CH2:7][CH2:8][C:9](=[O:10])[NH:11][CH:12]([CH2:13][c:14]2[cH:15][cH:16][cH:17][cH:18][cH:19]2)[C:20](=[O:21])[NH:22][CH:23]2[C:24](=[O:31])[NH:25][CH:26]2[O:27][C:28](=[O:29])[CH3:30])[cH:2][cH:3][cH:4][cH:5][cH:6]1.[cH:39]1[cH:40][cH:41][cH:42][cH:43][cH:44]1>>[c:1]1([CH2:7][CH2:8][C:9](=[O:10])[NH:11][CH:12]([CH2:13][c:14]2[cH:15][cH:16][cH:17][cH:18][cH:19]2)[C:20](=[O:21])[NH:22][CH:23]2[C:24](=[O:31])[NH:25][CH:26]2[O:37][CH:34]([CH2:33][Br:32])[CH2:35][Br:36])[cH:2][cH:3][cH:4][cH:5][cH:6]1. Reactants: [Na] (sodium), O=C1NS(C2=C1C=CC1=CC=CC=C12)(=O)=O (3-oxo-naphth[2,1-d]isothiazoline-1,1-dioxide), C(C)OC(CCl)=O (chloro-acetic acid ethyl ester). Solvent: C(C)O (ethanol). Yields the product C(C)OC(CN1S(C2=C(C1=O)C=CC1=CC=CC=C12)(=O)=O)=O (3-Oxo-naphth[2,1-d]isothiazoline-2-acetic acid ethyl ester -1,1-dioxide). Isolated yield 72.0%. RXN SMILES: [Na].[O:2]=[C:3]1[C:7]2[CH:8]=[CH:9][C:10]3[C:15]([C:6]=2[S:5](=[O:17])(=[O:16])[NH:4]1)=[CH:14][CH:13]=[CH:12][CH:11]=3.[CH2:18]([O:20][C:21](=[O:24])[CH2:22]Cl)[CH3:19]>C(O)C>[CH2:18]([O:20][C:21](=[O:24])[CH2:22][N:4]1[C:3](=[O:2])[C:7]2[CH:8]=[CH:9][C:10]3[C:15]([C:6]=2[S:5]1(=[O:17])=[O:16])=[CH:14][CH:13]=[CH:12][CH:11]=3)[CH3:19] |^1:0|. Procedure: 3-Oxo-naphth[2,1-d]isothiazoline-2-acetic acid ethyl ester -1,1-dioxide was prepared analogous to Example 1a from the sodium salt of 3-oxo-naphth[2,1-d]isothiazoline-1,1-dioxide and chloro-acetic acid ethyl ester. Yield: 72% of theory; m.p. 149- 150.5° C (from ethanol). Conditions: time 12.5 minute. The product is C(C1=CC=CC=C1)OC(CCC1C(N(C1C1=CC=C(C=C1)OCC1=CC=CC=C1)C1=CC=C(C=C1)F)=O)C1=CC=C(C=C1)F (3-[3-Benzyloxy-3-(4-fluoro-phenyl)-propyl]-4-(4-benzyloxy-phenyl)-1-(4-fluoro-phenyl)-azetidin-2-one). Reaction SMILES: C[O:2][C:3](=O)[CH:4]([CH:23]([C:32]1[CH:37]=[CH:36][C:35]([O:38][CH2:39][C:40]2[CH:45]=[CH:44][CH:43]=[CH:42][CH:41]=2)=[CH:34][CH:33]=1)[NH:24][C:25]1[CH:30]=[CH:29][C:28](F)=[CH:27][CH:26]=1)[CH2:5][CH2:6][CH:7](OCC1C=CC=CC=1)[C:8]1[CH:13]=[CH:12][C:11]([F:14])=[CH:10][CH:9]=1.CC(O[Si](C)(C)C)=N[Si](C)(C)C.[F-:59].C([N+](CCCC)(CCCC)CCCC)CCC.[OH2:77].[C:78]1([CH3:84])[CH:83]=[CH:82][CH:81]=[CH:80][CH:79]=1>>[CH2:84]([O:77][CH:7]([C:8]1[CH:9]=[CH:10][C:11]([F:14])=[CH:12][CH:13]=1)[CH2:6][CH2:5][CH:4]1[CH:23]([C:32]2[CH:33]=[CH:34][C:35]([O:38][CH2:39][C:40]3[CH:41]=[CH:42][CH:43]=[CH:44][CH:45]=3)=[CH:36][CH:37]=2)[N:24]([C:25]2[CH:30]=[CH:29][C:28]([F:59])=[CH:27][CH:26]=2)[C:3]1=[O:2])[C:78]1[CH:83]=[CH:82][CH:81]=[CH:80][CH:79]=1 |f:2.3|. Reactants: O (Water), COC(C(CCC(C1=CC=C(C=C1)F)OCC1=CC=CC=C1)C(NC1=CC=C(C=C1)F)C1=CC=C(C=C1)OCC1=CC=CC=C1)=O (5-Benzyloxy-2-[(4-benzyloxy-phenyl)-(4-fluoro-phenylamino)-methyl]-5-(4-fluoro-phenyl)-pentanoic acid methyl ester), C1(=CC=CC=C1)C (toluene), [F-].C(CCC)[N+](CCCC)(CCCC)CCCC (Tetra butyl ammonium fluoride), CC(=N[Si](C)(C)C)O[Si](C)(C)C (N,O-Bis-(trimethylsilyl)-acetamide). Reported procedure: 2 gms of 5-Benzyloxy-2-[(4-benzyloxy-phenyl)-(4-fluoro-phenylamino)-methyl]-5-(4-fluoro-phenyl)-pentanoic acid methyl ester was dissolved in 20 ml of toluene and stirred at room temperature for 5-20 minutes. To the reaction mass 2.39 ml of N,O-Bis-(trimethylsilyl)-acetamide was added and temperature was raised to 40-60° C. To this 0.04 gms of Tetra butyl ammonium fluoride was added and reaction was monitored by TLC. Water was added and organic fraction was distilled to get 1.5 gms of 3-[3-Benzyl...